Task: describe an organic reaction: reactants, conditions, products, and yield. Dataset: the Open Reaction Database (ORD), a public repository of structured organic reaction records Reactants: FC=1C(=NC(=CN1)F)C#N (3,6-difluoro-2-pyrazinecarbonitrile), O (water), N (ammonia). Solvent: O1CCOCC1 (dioxane). Reaction conditions: time 6 hour. The product is NC=1C(=NC(=CN1)F)C#N (3-amino-6-fluoro-2-pyrazine-carbonitrile). Reaction SMILES: F[C:2]1[C:3]([C:9]#[N:10])=[N:4][C:5]([F:8])=[CH:6][N:7]=1.O.[NH3:12]>O1CCOCC1>[NH2:12][C:2]1[C:3]([C:9]#[N:10])=[N:4][C:5]([F:8])=[CH:6][N:7]=1. Procedure: In a mixture of 1.5 mL of 25% aqueous ammonia and 500 mL of dioxane was dissolved 1.0 g of 3,6-difluoro-2-pyrazinecarbonitrile. The solution thus obtained was stirred at room temperature for 6 hours. Then, 20 mL of water was added to the reaction mixture and stirred for 20 minutes while cooling the mixture with ice. The deposited material was collected by filtration, washed successively with 5 mL of cold water and 5 mL of ethanol to obtain 0.84 g of 3-amino-6-fluoro-2-pyrazine-carbonitrile as a ... Reaction conditions: temperature 150 celsius. Procedure details: To a solution of 1-benzyloxycarbonyl-3-isocyanato-5-trifluoromethylindole-2-carboxylic acid tert-butyl ester 5E (˜4.10 mmol) in trifluoromethylbenzene (10 mL) was added 4-aminothiophene-3-carboxylic acid methyl ester 5F (1.30 g, 8.28 mmol). The reaction mixture was heated in a microwave reactor at 150° C. for 30 minutes. Ethyl acetate (100 mL) was added and the organic layer was washed with 1 N hydrochloric acid and brine. The organic layer was dried over sodium sulfate. The organic solvent was ... Yields the product C(C)(C)(C)OC(=O)C=1N(C2=CC=C(C=C2C1NC(=O)NC1=CSC=C1C(=O)OC)C(F)(F)F)C(=O)OCC1=CC=CC=C1 (1-benzyloxycarbonyl-3-[3-(4-methoxycarbonylthiophen-3-yl)-ureido]-5-trifluoromethyl-1H-indole-2-carboxylic acid tert-butyl ester). Solvent: FC(F)(F)C1=CC=CC=C1 (trifluoromethylbenzene). Reactants: C(C)(C)(C)OC(=O)C=1N(C2=CC=C(C=C2C1N=C=O)C(F)(F)F)C(=O)OCC1=CC=CC=C1 (1-benzyloxycarbonyl-3-isocyanato-5-trifluoromethylindole-2-carboxylic acid tert-butyl ester), COC(=O)C1=CSC=C1N (4-aminothiophene-3-carboxylic acid methyl ester), C(C)(=O)OCC (Ethyl acetate). Isolated yield 74.6%. As a reaction SMILES: [C:1]([O:5][C:6]([C:8]1[N:9]([C:24]([O:26][CH2:27][C:28]2[CH:33]=[CH:32][CH:31]=[CH:30][CH:29]=2)=[O:25])[C:10]2[C:15]([C:16]=1[N:17]=[C:18]=[O:19])=[CH:14][C:13]([C:20]([F:23])([F:22])[F:21])=[CH:12][CH:11]=2)=[O:7])([CH3:4])([CH3:3])[CH3:2].[CH3:34][O:35][C:36]([C:38]1[C:42]([NH2:43])=[CH:41][S:40][CH:39]=1)=[O:37].C(OCC)(=O)C>FC(C1C=CC=CC=1)(F)F>[C:1]([O:5][C:6]([C:8]1[N:9]([C:24]([O:26][CH2:27][C:28]2[CH:33]=[CH:32][CH:31]=[CH:30][CH:29]=2)=[O:25])[C:10]2[C:15]([C:16]=1[NH:17][C:18]([NH:43][C:42]1[C:38]([C:36]([O:35][CH3:34])=[O:37])=[CH:39][S:40][CH:41]=1)=[O:19])=[CH:14][C:13]([C:20]([F:23])([F:22])[F:21])=[CH:12][CH:11]=2)=[O:7])([CH3:4])([CH3:2])[CH3:3]. The yield is 69.6%. Reported procedure: A mixture of 1.4 g (5.08 mmol) of 6-chloro-2-(4-fluorophenyl)-7,8-dimethylimidazo[1,2-b]pyridazine and 8.7 g (100 mmol) of piperazine is heated at 150° C. for 3 hours in a reactor. The medium is then poured into water and the precipitate formed is isolated by filtration. The product is then recrystallized from a mixture of diisopropyl ether and isopropanol to give 1.15 g of a white powder. Run in O (water). Product: FC1=CC=C(C=C1)C=1N=C2N(N=C(C(=C2C)C)N2CCNCC2)C1 (2-(4-Fluorophenyl)-7,8-dimethyl-6-piperazin-1-ylimidazo[1,2-b]pyridazine). Reaction SMILES: Cl[C:2]1[C:3]([CH3:19])=[C:4]([CH3:18])[C:5]2[N:6]([CH:8]=[C:9]([C:11]3[CH:16]=[CH:15][C:14]([F:17])=[CH:13][CH:12]=3)[N:10]=2)[N:7]=1.[NH:20]1[CH2:25][CH2:24][NH:23][CH2:22][CH2:21]1>O>[F:17][C:14]1[CH:15]=[CH:16][C:11]([C:9]2[N:10]=[C:5]3[C:4]([CH3:18])=[C:3]([CH3:19])[C:2]([N:20]4[CH2:25][CH2:24][NH:23][CH2:22][CH2:21]4)=[N:7][N:6]3[CH:8]=2)=[CH:12][CH:13]=1. Reaction conditions: temperature 150 celsius. The reactants are ClC=1C(=C(C=2N(N1)C=C(N2)C2=CC=C(C=C2)F)C)C (6-chloro-2-(4-fluorophenyl)-7,8-dimethylimidazo[1,2-b]pyridazine), N1CCNCC1 (piperazine).